Task: describe an organic reaction: reactants, conditions, products, and yield. Dataset: the Open Reaction Database (ORD), a public repository of structured organic reaction records Starting materials: C(=O)(O)[O-].[Na+] (NaHCO3), C(=O)([O-])[O-].[Na+].[Na+] (Na2CO3), Cl (HCl), [Na+].[Cl-] (NaCl), CC1=NC(CC1)(C)P(OCC)(OCC)=O (Diethyl (2,5-dimethyl-1-pyrrolin-5-yl)phosphonate), P(OCC)(OCC)[O-] (diethyl phosphite), amine. Run in C(C)OCC (diethyl ether). Reaction conditions: time 5 day. Yields the product C(C)OP(=O)(OCC)C1(NC(CC1)(C)P(=O)(OCC)OCC)C (2,5-bis(Diethoxyphosphoryl)-2,5-dimethylpyrrolidine), oil. The yield is 44.0%. Reaction SMILES: [CH3:1][C:2]1[CH2:6][CH2:5][C:4]([P:8](=[O:15])([O:12][CH2:13][CH3:14])[O:9][CH2:10][CH3:11])([CH3:7])[N:3]=1.[P:16]([O-:23])([O:20][CH2:21][CH3:22])[O:17][CH2:18][CH3:19].Cl.C([O-])(O)=O.[Na+].[Na+].[Cl-].C([O-])([O-])=O.[Na+].[Na+]>C(OCC)C>[CH2:10]([O:9][P:8]([C:4]1([CH3:7])[CH2:5][CH2:6][C:2]([P:16]([O:20][CH2:21][CH3:22])([O:17][CH2:18][CH3:19])=[O:23])([CH3:1])[NH:3]1)([O:12][CH2:13][CH3:14])=[O:15])[CH3:11] |f:3.4,5.6,7.8.9|. Procedure details: Diethyl 2,5-dimethyl-1-pyrrolin-5-yl)phosphonate prepared in step 1 above (4.87 g; 0.0208 mol) is placed in a 250 ml two-necked round-bottomed flask and diethyl phosphite (5.89 g; 0.043 mol) is added dropwise thereto. The reaction is stirred at room temperature for 5 days. The reaction mixture is treated with 0.1 M HCl solution to pH=1 and is then extracted with diethyl ether. The aqueous phase obtained is: treated by addition of NaHCO3 to pH=10. The amine is salted out by adding NaCl and a larg... Starting materials: C(C)(=O)OC=1C=C2C(C(=COC2=CC1OC(C)=O)C(=O)O)=O (6,7-Diacetoxychromone-3-carboxylic acid), OC=1C=C2C(C(=COC2=CC1O)C(=O)O)=O (6,7-Dihydroxychromone-3-carboxylic acid). Yields the product C(C)(=O)OC1=CC=C2C(C(=COC2=C1OC(C)=O)C(=O)O)=O (7,8-Diacetoxychromone-3-carboxylic acid), OC1=CC=C2C(C(=COC2=C1O)C(=O)O)=O (7,8-dihydroxychromone-3-carboxylic acid). As a reaction SMILES: C(O[C:5]1[CH:6]=[C:7]2[C:12](=[CH:13][C:14]=1[O:15][C:16](=[O:18])[CH3:17])[O:11][CH:10]=[C:9]([C:19]([OH:21])=[O:20])[C:8]2=[O:22])(=[O:3])C.O[C:24]1[CH:25]=[C:26]2[C:31](=[CH:32][C:33]=1[OH:34])[O:30][CH:29]=[C:28]([C:35]([OH:37])=[O:36])[C:27]2=[O:38]>>[C:16]([O:15][C:14]1[C:13]([O:37][C:35](=[O:36])[CH3:28])=[C:12]2[C:7]([C:8](=[O:22])[C:9]([C:19]([OH:21])=[O:20])=[CH:10][O:11]2)=[CH:6][CH:5]=1)(=[O:18])[CH3:17].[OH:34][C:33]1[C:32]([OH:3])=[C:31]2[C:26]([C:27](=[O:38])[C:28]([C:35]([OH:37])=[O:36])=[CH:29][O:30]2)=[CH:25][CH:24]=1. Reported procedure: 7,8-Diacetoxychromone-3-carboxylic acid and 7,8-dihydroxychromone-3-carboxylic acid were prepared by the processes according to (A) and (B), respectively. Reactants: NC1=CC=C(C=C1)NC(C)=O (N-(4-aminophenyl)acetamide), C(=O)(O)[O-].[Na+] (NaHCO3), ClC1=NC=CC(=N1)Cl (2,4-dichloropyrimidine). Run in C1CCOC1 (THF), C(C)O (ethanol). Reaction conditions: temperature 85 celsius, time 4 hour. The product is ClC1=NC=CC(=N1)NC1=CC=C(C=C1)NC(C)=O (N-{4-[(2-chloropyrimidin-4-yl)amino]phenyl}acetamide). Isolated yield 96.3%. Reaction SMILES: [NH2:1][C:2]1[CH:7]=[CH:6][C:5]([NH:8][C:9](=[O:11])[CH3:10])=[CH:4][CH:3]=1.C([O-])(O)=O.[Na+].[Cl:17][C:18]1[N:23]=[C:22](Cl)[CH:21]=[CH:20][N:19]=1>C1COCC1.C(O)C>[Cl:17][C:18]1[N:23]=[C:22]([NH:1][C:2]2[CH:3]=[CH:4][C:5]([NH:8][C:9](=[O:11])[CH3:10])=[CH:6][CH:7]=2)[CH:21]=[CH:20][N:19]=1 |f:1.2|. Procedure details: To a stirred solution of N-(4-aminophenyl)acetamide (5 g, 0.033 mol) and NaHCO3 (5.6 g, 0.067 mol) in THF (20 mL) and ethanol (80 mL) was added 2,4-dichloropyrimidine (5.95 g, 0.04 mol) at room temperature. The reaction was gradually heated to 85° C. After the reaction was stirred for four hours at 85° C. under N2, the suspension was filtered and washed thoroughly with ethanol. The filtrate was concentrated under reduced pressure, and the resulting solid was washed with EtOAc to remove excess 2,... The reactants are FC1=C(C(=O)Cl)C=C(C=C1)[N+](=O)[O-] (2-Fluoro-5-nitro-benzoyl chloride), FC1=C(C=CC=C1)N1CCNCC1 (1-(2-fluorophenyl)-piperazine). The product is FC1=C(C=C(C=C1)[N+](=O)[O-])C(=O)N1CCN(CC1)C1=C(C=CC=C1)F ((2-Fluoro-5-nitro-phenyl)-[4-(2-fluoro-phenyl)-piperazin-1-yl]-methanone). Reaction SMILES: [F:1][C:2]1[CH:10]=[CH:9][C:8]([N+:11]([O-:13])=[O:12])=[CH:7][C:3]=1[C:4](Cl)=[O:5].[F:14][C:15]1[CH:20]=[CH:19][CH:18]=[CH:17][C:16]=1[N:21]1[CH2:26][CH2:25][NH:24][CH2:23][CH2:22]1>>[F:1][C:2]1[CH:10]=[CH:9][C:8]([N+:11]([O-:13])=[O:12])=[CH:7][C:3]=1[C:4]([N:24]1[CH2:23][CH2:22][N:21]([C:16]2[CH:17]=[CH:18][CH:19]=[CH:20][C:15]=2[F:14])[CH2:26][CH2:25]1)=[O:5]. Reported procedure: The title compound was prepared according to the procedure described for example 46 from 2-Fluoro-5-nitro-benzoyl chloride and 1-(2-fluorophenyl)-piperazine (52%, orange solid, MS (m/e): 348.1 (M+H, 100%)